The task is: describe an organic reaction: reactants, conditions, products, and yield. This data is from the Open Reaction Database (ORD), a public repository of structured organic reaction records. The reactants are C[C@@H](C1=CC=CC=C1)N[C@H](CC(=O)OC(C)(C)C)C ((3S,αS)-t-Butyl 3-(α-methylbenzylamino)butanoate), Cl (hydrogen chloride). Solvent: CO (methanol). Product: COC(C[C@H](C)N[C@H](C1=CC=CC=C1)C)=O ((3S,αS)-Methyl-3-(α-methylbenzylamino)butanoate). As a reaction SMILES: [CH3:1][C@H:2]([NH:9][C@@H:10]([CH3:19])[CH2:11][C:12]([O:14][C:15](C)(C)C)=[O:13])[C:3]1[CH:8]=[CH:7][CH:6]=[CH:5][CH:4]=1.Cl>CO>[CH3:15][O:14][C:12](=[O:13])[CH2:11][C@@H:10]([NH:9][C@@H:2]([CH3:1])[C:3]1[CH:8]=[CH:7][CH:6]=[CH:5][CH:4]=1)[CH3:19]. Reported procedure: A solution of compound (29) from Example 14 (1.00 mmol) was stirred in a saturated solution of gaseous hydrogen chloride in methanol for 30 minutes. The solvent was then removed under reduced pressure. This procedure was repeated until no starting material remained. The white solid residue was diluted with ethyl acetate (30 ml), washed with saturated aqueous sodium bicarbonate (2×30 ml), water (20 ml) and brine (20 ml), dried (magnesium sulphate) and filtered, and the solvent was evaporated unde... Starting materials: COC(=O)c1cc(Br)cc(C(=O)OC)n1, ClCCl, CCOCC, CO, [K+], [OH-]. The product is COC(=O)c1cc(Br)cc(C(=O)O)n1. RXN SMILES: [Br:1][c:2]1[cH:3][c:4]([C:12](=[O:13])[O:14][CH3:15])[n:5][c:6]([C:8](=[O:9])[O:10][CH3:11])[cH:7]1.[CH2:20]([Cl:21])[Cl:22].[CH2:23]([O:24][CH2:25][CH3:26])[CH3:27].[CH3:18][OH:19].[K+:17].[OH-:16]>>[Br:1][c:2]1[cH:3][c:4]([C:12](=[O:13])[OH:14])[n:5][c:6]([C:8](=[O:9])[O:10][CH3:11])[cH:7]1.